This data is from the Open Reaction Database (ORD), a public repository of structured organic reaction records. The task is: describe an organic reaction: reactants, conditions, products, and yield The reactants are O=S(=O)(O)Cl, FC(F)(F)c1cnc(-c2ccc(Cl)cc2)c(Cl)c1. Product: O=S(=O)(Cl)c1cc(-c2ncc(C(F)(F)F)cc2Cl)ccc1Cl. RXN SMILES: [Cl:19][S:20](=[O:21])(=[O:22])[OH:23].[Cl:1][c:2]1[c:3](-[c:12]2[cH:13][cH:14][c:15]([Cl:18])[cH:16][cH:17]2)[n:4][cH:5][c:6]([C:8]([F:9])([F:10])[F:11])[cH:7]1>>[Cl:1][c:2]1[c:3](-[c:12]2[cH:13][c:14]([S:20]([Cl:19])(=[O:21])=[O:22])[c:15]([Cl:18])[cH:16][cH:17]2)[n:4][cH:5][c:6]([C:8]([F:9])([F:10])[F:11])[cH:7]1. Procedure: 9.0 g of methyl cis-3-methoxymethoxycyclohexanecarboxylate are dissolved in 280 ml of diethyl ether, 2.2 g of LiAlH4 are added and the mixture is stirred at room temperature. After 4 h, at 0° C., 10 ml of ethyl acetate and then 15 ml of 10N NaOH are added dropwise. The suspension is stirred for 1 h, MgSO4 is added, the mixture is filtered through Celite and the filtrate is concentrated, giving 7.0 g of (cis-3-methoxymethoxycyclo-hexyl)methanol as a colorless oil. C9H18O3 (174), MS(ESI): 175 (MH+... The reactants are [O-]S(=O)(=O)[O-].[Mg+2] (MgSO4), COCO[C@H]1C[C@H](CCC1)C(=O)OC (methyl cis-3-methoxymethoxycyclohexanecarboxylate), [H-].[H-].[H-].[H-].[Li+].[Al+3] (LiAlH4), [OH-].[Na+] (NaOH). RXN SMILES: [CH3:1][O:2][CH2:3][O:4][C@@H:5]1[CH2:10][CH2:9][CH2:8][C@H:7]([C:11](OC)=[O:12])[CH2:6]1.[H-].[H-].[H-].[H-].[Li+].[Al+3].[OH-].[Na+].[O-]S([O-])(=O)=O.[Mg+2]>C(OCC)C.C(OCC)(=O)C>[CH3:1][O:2][CH2:3][O:4][C@@H:5]1[CH2:10][CH2:9][CH2:8][C@H:7]([CH2:11][OH:12])[CH2:6]1 |f:1.2.3.4.5.6,7.8,9.10|. Solvent: C(C)OCC (diethyl ether), C(C)(=O)OCC (ethyl acetate). Conditions: time 4 hour. The product is COCO[C@H]1C[C@H](CCC1)CO ((cis-3-methoxymethoxycyclo-hexyl)methanol). Isolated yield 90.3%. The reactants are C(C=CC1=CC=CC=C1)=O (cinnamaldehyde), C(C1=CC=CC=C1)OC1=CC=C(C(=O)C2=CC=CC=C2)C=C1 (4-benzyloxybenzophenone). Yields the product C1(=CC=CC=C1)C(C(CCO)C1=CC=CC=C1)(O)C1=CC=C(C=C1)OCC1=CC=CC=C1 (1,2-diphenyl-1-(4-benzyloxyphenyl)butane-1,4-diol). As a reaction SMILES: [CH:1](=[O:10])[CH:2]=[CH:3][C:4]1[CH:9]=[CH:8][CH:7]=[CH:6][CH:5]=1.[CH2:11]([O:18][C:19]1[CH:32]=[CH:31][C:22]([C:23]([C:25]2[CH:30]=[CH:29][CH:28]=[CH:27][CH:26]=2)=[O:24])=[CH:21][CH:20]=1)[C:12]1[CH:17]=[CH:16][CH:15]=[CH:14][CH:13]=1>>[C:25]1([C:23]([C:22]2[CH:31]=[CH:32][C:19]([O:18][CH2:11][C:12]3[CH:17]=[CH:16][CH:15]=[CH:14][CH:13]=3)=[CH:20][CH:21]=2)([OH:24])[CH:3]([C:4]2[CH:9]=[CH:8][CH:7]=[CH:6][CH:5]=2)[CH2:2][CH2:1][OH:10])[CH:26]=[CH:27][CH:28]=[CH:29][CH:30]=1. Reported procedure: The (RR,SS; RS,SR)-isomer mixture is prepared from 13.2 g of cinnamaldehyde and 28.8 g of 4-benzyloxybenzophenone according to the procedure described in Example 9. Recrystallization is performed from toluene. The yield is 32.5 g (77%) of a product having m.p. 109°-15° C. The product contains both isomer pairs (RR,SS: RS,SR 1:1). Starting materials: BrCC1=NC(=C(N=C1C)C)C (2-bromomethyl-3,5,6-trimethylpyrazine), C(C1=CC(OC)=C(O)C=C1)(=O)OC (methyl vanillate), C([O-])([O-])=O.[K+].[K+] (potassium carbonate), CN(C)C=O (DMF), V(cyclohexane), V(ethyl acetate). Solvent: O (water). Reaction conditions: temperature 85 celsius. Product: COC(C1=CC(=C(C=C1)OCC1=NC(=C(N=C1C)C)C)OC)=O (4-((3,5,6-trimethylpyrazine-2-yl)methoxyl)-3-methoxybenzoic methyl ester). Isolated yield 69.3%. Reaction SMILES: Br[CH2:2][C:3]1[C:8]([CH3:9])=[N:7][C:6]([CH3:10])=[C:5]([CH3:11])[N:4]=1.[C:12]([O:23][CH3:24])(=[O:22])[C:13]1[CH:21]=[CH:20][C:18]([OH:19])=[C:15]([O:16][CH3:17])[CH:14]=1.C(=O)([O-])[O-].[K+].[K+].CN(C=O)C>O>[CH3:24][O:23][C:12](=[O:22])[C:13]1[CH:21]=[CH:20][C:18]([O:19][CH2:2][C:3]2[C:8]([CH3:9])=[N:7][C:6]([CH3:10])=[C:5]([CH3:11])[N:4]=2)=[C:15]([O:16][CH3:17])[CH:14]=1 |f:2.3.4|. Reported procedure: Adding 2-bromomethyl-3,5,6-trimethylpyrazine (0.5 g, 2.33 mmol), methyl vanillate (0.6 g, 3.30 mmol), anhydrous potassium carbonate (1.0 g, 7.25 mmol), and DMF (40 mL) into a 100 mL three-necked bottle in turn, heating to 85° C. with oil bath, stifling to react for 8 hours, TLC [V(cyclohexane):V(ethyl acetate)=3:1 as developing agent] detecting shows that reaction is complete, (Rf of raw material=0.6, Rf of product=0.35), filtering to obtain filtrate, adding 30 mL water, extracting with chlorofo... Solvent: CC(=O)C (acetone). The reactants are CN(CCC=C1C2=C(OCC3=C1C=CC=C3)C=CC(=C2)CCO)C (11-(3-dimethylaminopropylidene)-2-(2-hydroxyethyl)-6,11-dihydrodibenz[b,e]oxepin), CC(=O)C.OS(=O)(=O)O.O=[Cr](=O)=O (Jones reagent), C([O-])(O)=O.[Na+] (Sodium bicarbonate). As a reaction SMILES: [CH3:1][N:2]([CH3:24])[CH2:3][CH2:4][CH:5]=[C:6]1[C:12]2[CH:13]=[CH:14][CH:15]=[CH:16][C:11]=2[CH2:10][O:9][C:8]2[CH:17]=[CH:18][C:19]([CH2:21][CH2:22][OH:23])=[CH:20][C:7]1=2.CC(C)=[O:27].OS(O)(=O)=O.O=[Cr](=O)=O.C(=O)(O)[O-].[Na+]>CC(C)=O>[CH3:24][N:2]([CH3:1])[CH2:3][CH2:4][CH:5]=[C:6]1[C:12]2[CH:13]=[CH:14][CH:15]=[CH:16][C:11]=2[CH2:10][O:9][C:8]2[CH:17]=[CH:18][C:19]([CH2:21][C:22]([OH:27])=[O:23])=[CH:20][C:7]1=2 |f:1.2.3,4.5|. Reaction conditions: time 1 hour. Procedure: In this Example, 2.2 g of 11-(3-dimethylaminopropylidene)-2-(2-hydroxyethyl)-6,11-dihydrodibenz[b,e]oxepin is dissolved in 100 ml of acetone. The Jones reagent is added to the solution until the reaction solution shows an orange color and the mixture is stirred at room temperature for one hour. Sodium bicarbonate is added thereto and an inorganic substance is removed by filtration. The solvent of the filtrate is distilled away under reduced pressure to obtain the desired product. The physicochem... Yields the product CN(CCC=C1C2=C(OCC3=C1C=CC=C3)C=CC(=C2)CC(=O)O)C (11-(3-Dimethylaminopropylidene)-6,11-dihydrodibenz [b,e]oxepin-2-acetic acid). The reactants are C1CCOC1, CI, [H-], [Na+], COC(=O)c1ccc(Cc2c[nH]c3ccccc23)cc1. Product: COC(=O)c1ccc(Cc2cn(C)c3ccccc23)cc1. As a reaction SMILES: [CH2:25]1[O:26][CH2:27][CH2:28][CH2:29]1.[CH3:23][I:24].[H-:22].[Na+:21].[nH:1]1[cH:2][c:3]([CH2:10][c:11]2[cH:12][cH:13][c:14]([C:15](=[O:16])[O:17][CH3:18])[cH:19][cH:20]2)[c:4]2[cH:5][cH:6][cH:7][cH:8][c:9]12>>[n:1]1([CH3:23])[cH:2][c:3]([CH2:10][c:11]2[cH:12][cH:13][c:14]([C:15](=[O:16])[O:17][CH3:18])[cH:19][cH:20]2)[c:4]2[cH:5][cH:6][cH:7][cH:8][c:9]12.